The task is: describe an organic reaction: reactants, conditions, products, and yield. This data is from the Open Reaction Database (ORD), a public repository of structured organic reaction records. Reactants: C(C)(C)(C)C1=CC(=C(C=N1)C=1N([C@]([C@](N1)(C)C1=CC=C(C=C1)Cl)(C)C1=CC=C(C=C1)Cl)C(=O)Cl)OCC ((4S,5R)-2-(6-tert-butyl-4-ethoxy-pyridin-3-yl)-4,5-bis-(4-chloro-phenyl)-4,5-dimethyl-4,5-dihydro-imidazole-1-carbonyl chloride), N1CCC(CC1)CCO (2-piperidin-4-yl-ethanol). Yields the product C(C)(C)(C)C1=CC(=C(C=N1)C=1N([C@]([C@](N1)(C)C1=CC=C(C=C1)Cl)(C)C1=CC=C(C=C1)Cl)C(=O)N1CCC(CC1)CCO)OCC ([(4S,5R)-2-(6-tert-Butyl-4-ethoxy-pyridin-3-yl)-4,5-bis-(4-chloro-phenyl)-4,5-dimethyl-4,5-dihydro-imidazol-1-yl]-[4-(2-hydroxy-ethyl)-piperidin-1-yl]-methanone). As a reaction SMILES: [C:1]([C:5]1[N:10]=[CH:9][C:8]([C:11]2[N:12]([C:32](Cl)=[O:33])[C@@:13]([C:25]3[CH:30]=[CH:29][C:28]([Cl:31])=[CH:27][CH:26]=3)([CH3:24])[C@@:14]([C:17]3[CH:22]=[CH:21][C:20]([Cl:23])=[CH:19][CH:18]=3)([CH3:16])[N:15]=2)=[C:7]([O:35][CH2:36][CH3:37])[CH:6]=1)([CH3:4])([CH3:3])[CH3:2].[NH:38]1[CH2:43][CH2:42][CH:41]([CH2:44][CH2:45][OH:46])[CH2:40][CH2:39]1>>[C:1]([C:5]1[N:10]=[CH:9][C:8]([C:11]2[N:12]([C:32]([N:38]3[CH2:43][CH2:42][CH:41]([CH2:44][CH2:45][OH:46])[CH2:40][CH2:39]3)=[O:33])[C@@:13]([C:25]3[CH:30]=[CH:29][C:28]([Cl:31])=[CH:27][CH:26]=3)([CH3:24])[C@@:14]([C:17]3[CH:18]=[CH:19][C:20]([Cl:23])=[CH:21][CH:22]=3)([CH3:16])[N:15]=2)=[C:7]([O:35][CH2:36][CH3:37])[CH:6]=1)([CH3:3])([CH3:2])[CH3:4]. Reported procedure: In a manner analogous to the method described in examples 8, (4S,5R)-2-(6-tert-butyl-4-ethoxy-pyridin-3-yl)-4,5-bis-(4-chloro-phenyl)-4,5-dimethyl-4,5-dihydro-imidazole-1-carbonyl chloride (example 51) was coupled with 2-piperidin-4-yl-ethanol (Aldrich) to give the title compound. HR-MS (ES, m/z) calculated for C36H45Cl2N4O3 [(M+H)+] 651.2863, observed 651.2863. Reactants: C(C)(C)(C)C1=NOC(=N1)N1CCC(CC1)NC1CC1 ([1-(3-tert-butyl-[1,2,4]oxadiazol-5-yl)-piperidin-4-yl]-cyclopropyl-amine), O1C=NC=C1C1=NC=C(C(=O)O)C=C1 (6-oxazol-5-yl-nicotinic acid). The product is C(C)(C)(C)C1=NOC(=N1)N1CCC(CC1)N(C(C1=CN=C(C=C1)C1=CN=CO1)=O)C1CC1 (N-[1-(3-tert-Butyl-[1,2,4]oxadiazol-5-yl)-piperidin-4-yl]-N-cyclopropyl-6-oxazol-5-yl-nicotinamide). As a reaction SMILES: [C:1]([C:5]1[N:9]=[C:8]([N:10]2[CH2:15][CH2:14][CH:13]([NH:16][CH:17]3[CH2:19][CH2:18]3)[CH2:12][CH2:11]2)[O:7][N:6]=1)([CH3:4])([CH3:3])[CH3:2].[O:20]1[C:24]([C:25]2[CH:33]=[CH:32][C:28]([C:29](O)=[O:30])=[CH:27][N:26]=2)=[CH:23][N:22]=[CH:21]1>>[C:1]([C:5]1[N:9]=[C:8]([N:10]2[CH2:11][CH2:12][CH:13]([N:16]([CH:17]3[CH2:19][CH2:18]3)[C:29](=[O:30])[C:28]3[CH:32]=[CH:33][C:25]([C:24]4[O:20][CH:21]=[N:22][CH:23]=4)=[N:26][CH:27]=3)[CH2:14][CH2:15]2)[O:7][N:6]=1)([CH3:4])([CH3:2])[CH3:3]. Procedure: The title compound is prepared from [1-(3-tert-butyl-[1,2,4]oxadiazol-5-yl)-piperidin-4-yl]-cyclopropyl-amine and 6-oxazol-5-yl-nicotinic acid following a procedure analogous to that described in Example 1. LC (method 7): tR=1.16 min; Mass spectrum (ESI+): m/z=437 [M+H]+. The reactants are CC(C)(C)[Si](Cl)(c1ccccc1)c1ccccc1, CNCCO, CN(C)C=O, c1c[nH]cn1. The product is CNCCO[Si](c1ccccc1)(c1ccccc1)C(C)(C)C. Reaction SMILES: [C:1]([CH3:2])([CH3:3])([CH3:4])[Si:5]([c:6]1[cH:7][cH:8][cH:9][cH:10][cH:11]1)([c:12]1[cH:13][cH:14][cH:15][cH:16][cH:17]1)[Cl:18].[CH3:19][NH:20][CH2:21][CH2:22][OH:23].[CH3:29][N:30]([CH3:31])[CH:32]=[O:33].[nH:24]1[cH:25][cH:26][n:27][cH:28]1>>[C:1]([CH3:2])([CH3:3])([CH3:4])[Si:5]([c:6]1[cH:7][cH:8][cH:9][cH:10][cH:11]1)([c:12]1[cH:13][cH:14][cH:15][cH:16][cH:17]1)[O:23][CH2:22][CH2:21][NH:20][CH3:19]. Starting materials: CC1CN(C(=O)OC(C)(C)C)CC2Cc3ccc(O)nc3N12, CI, CN(C)C=O, [H-], [Na+], O. Yields the product COc1ccc2c(n1)N1C(C)CN(C(=O)OC(C)(C)C)CC1C2. Reaction SMILES: [C:1]([CH3:2])([CH3:3])([CH3:4])[O:5][C:6](=[O:7])[N:8]1[CH2:9][CH:10]2[CH2:11][c:12]3[cH:13][cH:14][c:15]([OH:22])[n:16][c:17]3[N:18]2[CH:19]([CH3:21])[CH2:20]1.[CH3:25][I:26].[CH3:28][N:29]([CH3:30])[CH:31]=[O:32].[H-:23].[Na+:24].[OH2:27]>>[C:1]([CH3:2])([CH3:3])([CH3:4])[O:5][C:6](=[O:7])[N:8]1[CH2:9][CH:10]2[CH2:11][c:12]3[cH:13][cH:14][c:15]([O:22][CH3:25])[n:16][c:17]3[N:18]2[CH:19]([CH3:21])[CH2:20]1. Starting materials: CN(C)C=O, Cc1oc(-c2ccccc2)nc1CCl, [H-], [Na+], O, COC(=O)c1cccc2[nH]ccc12. The product is COC(=O)c1cccc2c1ccn2Cc1nc(-c2ccccc2)oc1C. RXN SMILES: [CH3:31][N:32]([CH3:33])[CH:34]=[O:35].[Cl:16][CH2:17][c:18]1[n:19][c:20](-[c:24]2[cH:25][cH:26][cH:27][cH:28][cH:29]2)[o:21][c:22]1[CH3:23].[H-:14].[Na+:15].[OH2:30].[nH:1]1[cH:2][cH:3][c:4]2[c:5]([C:10](=[O:11])[O:12][CH3:13])[cH:6][cH:7][cH:8][c:9]12>>[n:1]1([CH2:17][c:18]2[n:19][c:20](-[c:24]3[cH:25][cH:26][cH:27][cH:28][cH:29]3)[o:21][c:22]2[CH3:23])[cH:2][cH:3][c:4]2[c:5]([C:10](=[O:11])[O:12][CH3:13])[cH:6][cH:7][cH:8][c:9]12. Starting materials: BrC=1SC(=CC1)C(CF)(OC)OC (2-bromo-5-(2-fluoro-1,1-dimethoxy-ethyl)-thiophene), Cl (HCl), CCCCCC (hexane). The solvent is C(Cl)Cl (DCM), CC#N (MeCN). Reaction conditions: time 3 hour. The product is BrC1=CC=C(S1)C(CF)=O (1-(5-bromo-thiophen-2-yl)-2-fluoro-ethanone). The yield is 83.5%. RXN SMILES: [Br:1][C:2]1[S:3][C:4]([C:7](OC)([O:10]C)[CH2:8][F:9])=[CH:5][CH:6]=1.Cl.CCCCCC>CC#N.C(Cl)Cl>[Br:1][C:2]1[S:3][C:4]([C:7](=[O:10])[CH2:8][F:9])=[CH:5][CH:6]=1. Reported procedure: To a stirred solution of 2-bromo-5-(2-fluoro-1,1-dimethoxy-ethyl)-thiophene (9.4 g, 35 mmol) in MeCN (100 mL) was added 10% aq. HCl (50 mL) at 20° C. and the reaction mixture was stirred at ° C. for 3 h. Solvent was removed in vacuo to afford a residue, which was partitioned between DCM and water, the aqueous layer was extracted with DCM. The combined organic layers were washed with water, sat aq. NaHCO3 and brine, dried over sodium sulfate and evaporated in vacuo to give a white solid. It was d... The reactants are COC1C(CCCC1)N (2-methoxycyclohexylamine), CN1N=NN=C1CCCC(=S)O (4-(1-methyl-1,2,3,4-tetrazol-5-yl)thio-butyric acid), CN1CCOCC1 (N-methylmorpholine), ClC(=O)OC (methyl chloroformate). The solvent is O (water), C(Cl)Cl (methylene chloride). Reaction conditions: time 30 minute. The product is COC1CCC(CC1)NC(CCCC1=NN=NN1C)=S (N-(4-methoxycyclohexyl)-4-(1-methyl-1,2,3,4-tetrazol-5-yl)thio-butyramide). The yield is 43.0%. RXN SMILES: [CH3:1][N:2]1[C:6]([CH2:7][CH2:8][CH2:9][C:10](O)=[S:11])=[N:5][N:4]=[N:3]1.CN1[CH2:19][CH2:18][O:17][CH2:16]C1.ClC(OC)=O.CO[CH:27]1[CH2:32]CC[CH2:29][CH:28]1[NH2:33]>O.C(Cl)Cl>[CH3:16][O:17][CH:18]1[CH2:19][CH2:29][CH:28]([NH:33][C:10](=[S:11])[CH2:9][CH2:8][CH2:7][C:6]2[N:2]([CH3:1])[N:3]=[N:4][N:5]=2)[CH2:27][CH2:32]1. Reported procedure: To methylene chloride (50 ml) are added 4-(1-methyl-1,2,3,4-tetrazol-5-yl)thio-butyric acid (45 mmole) and N-methylmorpholine (50 mmole). To the mixture is added dropwise with stirring methyl chloroformate (50 mmole) with keeping the inner temperature at 10°-20° C. by ice-cooling, and thereafter, the mixture is stirred at room temperature for 30 minutes. To the mixture is added 2-methoxycyclohexylamine (54 mmole), and the mixture is stirred at the same temperature for 4 hours. After the reaction... Starting materials: Cc1ccc(OC(=O)N(C)C)cc1C (substrate), Cn2cnc1ccccc12 (effective_coupling_partner). The reagents and catalysts are dcype. Reaction conditions: temperature 110 celsius, time 12 hour. Product: Cc3ccc(c2nc1ccccc1n2C)cc3C. The reactants are C(C)OC(CC1=CC=C(C=C1)NCC1=C(C=C(C=C1)SC1=NN=C(N1C)C1=CC=C(C=C1)C(C)(C)C)OCCCCCCC)=O (Ethyl(4-{4-[5-(4-tert-butylphenyl)-4-methyl-4H-[1,2,4]-triazol-3-ylsulfanyl]-2-heptyloxybenzyl amino}phenyl)acetate), C([O-])([O-])=O.[K+].[K+] (potassium carbonate), Cl (hydrochloric acid). Run in CO (methanol). The product is C(C)(C)(C)C1=CC=C(C=C1)C=1N(C(=NN1)SC1=CC(=C(CNC2=CC=C(C=C2)CC(=O)O)C=C1)OCCCCCCC)C ((4-{4-[5-(4-tert-Butylphenyl)-4-methyl-4H-[1,2,4}-triazol-3-ylsulfanyl]-2-heptyloxybenzylamino}phenyl)acetic acid). RXN SMILES: C([O:3][C:4](=[O:45])[CH2:5][C:6]1[CH:11]=[CH:10][C:9]([NH:12][CH2:13][C:14]2[CH:19]=[CH:18][C:17]([S:20][C:21]3[N:25]([CH3:26])[C:24]([C:27]4[CH:32]=[CH:31][C:30]([C:33]([CH3:36])([CH3:35])[CH3:34])=[CH:29][CH:28]=4)=[N:23][N:22]=3)=[CH:16][C:15]=2[O:37][CH2:38][CH2:39][CH2:40][CH2:41][CH2:42][CH2:43][CH3:44])=[CH:8][CH:7]=1)C.C(=O)([O-])[O-].[K+].[K+].Cl>CO>[C:33]([C:30]1[CH:31]=[CH:32][C:27]([C:24]2[N:25]([CH3:26])[C:21]([S:20][C:17]3[CH:18]=[CH:19][C:14]([CH2:13][NH:12][C:9]4[CH:10]=[CH:11][C:6]([CH2:5][C:4]([OH:45])=[O:3])=[CH:7][CH:8]=4)=[C:15]([O:37][CH2:38][CH2:39][CH2:40][CH2:41][CH2:42][CH2:43][CH3:44])[CH:16]=3)=[N:22][N:23]=2)=[CH:28][CH:29]=1)([CH3:36])([CH3:35])[CH3:34] |f:1.2.3|. Reported procedure: A solution of ethyl(4-{4-[5-(4-tert-butylphenyl)-4-methyl-4H-[1,2,4]-triazol-3-yl sulfanyl]-2-heptyloxybenzylamino}phenyl)acetate obtained in Example 1 (2.5 g, 4 mmol) of a 2M aqueous potassium carbonate solution (32 ml) in methanol (65 ml) is heated under reflux for 3 hours. The organic phase is acidified at room temperature with a 2N hydrochloric acid solution to pH 5. The desired product is extracted by addition of ethyl acetate. The organic phase is washed with water, dried with magnesium su... The reactants are C(C1=CC=CC=C1)NC (Benzyl-methyl-amine), C(\C=C\C)(=O)OC (methyl crotonate). Reaction conditions: time 72 hour. Yields the product COC(CC(C)N(C)CC1=CC=CC=C1)=O (3-(Benzyl-methyl-amino)-butyric acid methyl ester). Isolated yield 110.4%. Reaction SMILES: [CH2:1]([NH:8][CH3:9])[C:2]1[CH:7]=[CH:6][CH:5]=[CH:4][CH:3]=1.[C:10]([O:15][CH3:16])(=[O:14])/[CH:11]=[CH:12]/[CH3:13]>>[CH3:16][O:15][C:10](=[O:14])[CH2:11][CH:12]([N:8]([CH2:1][C:2]1[CH:7]=[CH:6][CH:5]=[CH:4][CH:3]=1)[CH3:9])[CH3:13]. Reported procedure: Benzyl-methyl-amine (20 g, 165 mmol, 1.0 equiv) was added neat to methyl crotonate (19.8 g, 198 mmol, 1.2 equiv). The resulting solution was stirred at room temperature for 72 h. The excess crotonic ester was removed in vacuo to yield the desired product (40.3 g,˜100%) which was used without further purification; MS, m/z 222=M+1.